Dataset: the Open Reaction Database (ORD), a public repository of structured organic reaction records. Task: describe an organic reaction: reactants, conditions, products, and yield The reactants are C\C(=C/C(=O)O)\C=C\C(=C(\C=C\C1=C(C(=C(C=C1Cl)OC)C)Cl)/C)\F ((2E,4E,6Z,8E)-3,7-dimethyl-6-fluoro-9-(2,6-dichloro-3-methyl-4-methoxyphenyl)-nonatetraenoic acid), C(C)N (ethylamine), N-ethyl (2E,4E,6Z,8E)-3,7-diemthyl-6-fluoro-9-(2,6-dichloro-3-methyl-4-methoxyphenyl)-2,4,6,8-nonatetraenamide, C1=CC=CC=C1 (benzene), C(C(=O)Cl)(=O)Cl (oxalyl chloride). Run in CN(C=O)C (dimethylformamide). Yields the product C(C)NC(\C=C(\C=C\C(=C(\C=C\C1=C(C(=C(C=C1Cl)OC)C)Cl)/C)\F)/C)=O (N-Ethyl(2E,4E,6Z,8E)-3,7-dimethyl-6-fluoro-9-(2,6-dichloro-3-methyl-4-methoxyphenyl)-2,4,6,8-nonatetraenamide). Reaction SMILES: [CH3:1]/[C:2](/[CH:7]=[CH:8]/[C:9](/[F:25])=[C:10](\[CH3:24])/[CH:11]=[CH:12]/[C:13]1[C:18]([Cl:19])=[CH:17][C:16]([O:20][CH3:21])=[C:15]([CH3:22])[C:14]=1[Cl:23])=[CH:3]\[C:4]([OH:6])=O.C1C=CC=CC=1.C(Cl)(=O)C(Cl)=O.[CH2:38]([NH2:40])[CH3:39]>CN(C)C=O>[CH2:38]([NH:40][C:4](=[O:6])/[CH:3]=[C:2](\[CH3:1])/[CH:7]=[CH:8]/[C:9](/[F:25])=[C:10](\[CH3:24])/[CH:11]=[CH:12]/[C:13]1[C:18]([Cl:19])=[CH:17][C:16]([O:20][CH3:21])=[C:15]([CH3:22])[C:14]=1[Cl:23])[CH3:39]. Reported procedure: In a manner similar to that described in Example 26, 385 mg. (1 mmole) of (2E,4E,6Z,8E)-3,7-dimethyl-6-fluoro-9-(2,6-dichloro-3-methyl-4-methoxyphenyl)-nonatetraenoic acid were suspended in 15 ml. of dry benzene and treated with oxalyl chloride and dimethylformamide, followed by dry ethylamine. Work-up as described in Example 26 afforded N-ethyl (2E,4E,6Z,8E)-3,7-diemthyl-6-fluoro-9-(2,6-dichloro-3-methyl-4-methoxyphenyl)-2,4,6,8-nonatetraenamide. The reactants are IC=1C=C(C(=O)OC)C=CC1C (methyl 3-iodo-4-methylbenzoate), [NH4+].[OH-] (NH4OH), CCOC(=O)C (EtOAc). The reagents and catalysts are [C-]#N.[C-]#N.[Zn+2] (Zn(CN)2), C=1C=CC(=CC1)[P](C=2C=CC=CC2)(C=3C=CC=CC3)[Pd]([P](C=4C=CC=CC4)(C=5C=CC=CC5)C=6C=CC=CC6)([P](C=7C=CC=CC7)(C=8C=CC=CC8)C=9C=CC=CC9)[P](C=1C=CC=CC1)(C=1C=CC=CC1)C=1C=CC=CC1 (Pd(PPh3)4). Run in CN(C)C=O (DMF). Conditions: temperature 80 celsius, time 6 hour. Yields the product C(#N)C=1C=C(C(=O)OC)C=CC1C (methyl 3-cyano-4-methylbenzoate). RXN SMILES: I[C:2]1[CH:3]=[C:4]([CH:9]=[CH:10][C:11]=1[CH3:12])[C:5]([O:7][CH3:8])=O.[NH4+:13].[OH-:14].[CH3:15]COC(C)=O>CN(C=O)C.[C-]#N.[C-]#N.[Zn+2].C1C=CC([P]([Pd]([P](C2C=CC=CC=2)(C2C=CC=CC=2)C2C=CC=CC=2)([P](C2C=CC=CC=2)(C2C=CC=CC=2)C2C=CC=CC=2)[P](C2C=CC=CC=2)(C2C=CC=CC=2)C2C=CC=CC=2)(C2C=CC=CC=2)C2C=CC=CC=2)=CC=1>[C:15]([C:2]1[CH:3]=[C:4]([CH:9]=[CH:10][C:11]=1[CH3:12])[C:5]([O:7][CH3:8])=[O:14])#[N:13] |f:1.2,5.6.7,^1:34,36,55,74|. Procedure: To a solution of 5.7 g of methyl 3-iodo-4-methylbenzoate in 35 mL of DMF (degassed) was added 1.94 g (16.5 mmol) of Zn(CN)2 and 1.58 g (1.37 mmol) of Pd(PPh3)4. The mixture was stirred at 80° C. in the dark (with the light off) for 6 h. To the mixture was added 50 mL of 10% NH4OH (aq.) and EtOAc. The organic layer was washed with 50 mL of water and 30 mL of brine, and the combined aqueous layers were extracted with EtOAc. The combined extracts were dried over Na2SO4, filtered, and concentrated. ... As a reaction SMILES: [CH3:1][C:2]1([CH3:23])[C:18]2=[CH:19][CH:20]=[N:21][CH:22]=[C:17]2[C:5]2[C:6]([OH:16])=[CH:7][C:8]([CH:10]([CH2:12][CH2:13][CH2:14][CH3:15])[CH3:11])=[CH:9][C:4]=2[O:3]1.[C:24](OC(=O)C)(=[O:26])[CH3:25]>N1C=CC=CC=1>[C:24]([O:16][C:6]1[C:5]2[C:17]3[C:18]([C:2]([CH3:1])([CH3:23])[O:3][C:4]=2[CH:9]=[C:8]([CH:10]([CH2:12][CH2:13][CH2:14][CH3:15])[CH3:11])[CH:7]=1)=[CH:19][CH:20]=[N:21][CH:22]=3)(=[O:26])[CH3:25]. Reported procedure: 10-Acetoxy-5,5-dimethyl-8-(2-hexyl)-5H-[1]benzopyrano[3,4-d]pyridine is prepared by reacting 5,5-dimethyl-10-hydroxy-8-(2-hexyl)-5H-[1]benzopyrano[3,4-d]pyridine and acetic anhydride in the presence of pyridine according to the method of Example 12. Reactants: CC1(OC2=C(C(=CC(=C2)C(C)CCCC)O)C=2C1=CC=NC2)C (5,5-dimethyl-10-hydroxy-8-(2-hexyl)-5H-[1]benzopyrano[3,4-d]pyridine), C(C)(=O)OC(C)=O (acetic anhydride). Run in N1=CC=CC=C1 (pyridine). Product: C(C)(=O)OC1=CC(=CC2=C1C=1C(=CC=NC1)C(O2)(C)C)C(C)CCCC (10-Acetoxy-5,5-dimethyl-8-(2-hexyl)-5H-[1]benzopyrano[3,4-d]pyridine). The solvent is C1CCOC1 (THF). Procedure details: 5-Bromo-2-methoxypyridine (0.019 mL, 0.15 mmol) was added to a solution of (2,4-dichloro-3-phenylquinolin-6-yl)(3-methylisoxazol-5-yl)methanone (44.1 mg, 0.115 mmol, Intermediate 3: step b) in THF (1 mL) under a nitrogen atmosphere. The mixture was cooled to −78° C. and n-BuLi (1.6 M in hexane, 0.094 mL, 0.150 mmol) was added dropwise. The mixture was stirred at −78° C. for 30 minutes, then moved to an ice bath and stirred for 30 minutes. The reaction was quenched by addition of saturated aqueou... Reaction conditions: temperature -78 celsius, time 30 minute. The product is title compound, ClC1=NC2=CC=C(C=C2C(=C1C1=CC=CC=C1)Cl)C(O)(C1=CC(=NO1)C)C=1C=NC(=CC1)OC ((2,4-dichloro-3-phenylquinolin-6-yl)(6-methoxypyridin-3-yl)(3-methylisoxazol-5-yl)methanol). Reactants: [Li]CCCC (n-BuLi), BrC=1C=CC(=NC1)OC (5-Bromo-2-methoxypyridine), ClC1=NC2=CC=C(C=C2C(=C1C1=CC=CC=C1)Cl)C(=O)C1=CC(=NO1)C ((2,4-dichloro-3-phenylquinolin-6-yl)(3-methylisoxazol-5-yl)methanone), ClC1=NC2=CC=C(C=C2C(=C1C1=CC=CC=C1)Cl)C(=O)C1=CC(=NO1)C ((2,4-dichloro-3-phenylquinolin-6-yl)(3-methylisoxazol-5-yl)methanone). As a reaction SMILES: Br[C:2]1[CH:3]=[CH:4][C:5]([O:8][CH3:9])=[N:6][CH:7]=1.[Cl:10][C:11]1[C:20]([C:21]2[CH:26]=[CH:25][CH:24]=[CH:23][CH:22]=2)=[C:19]([Cl:27])[C:18]2[C:13](=[CH:14][CH:15]=[C:16]([C:28]([C:30]3[O:34][N:33]=[C:32]([CH3:35])[CH:31]=3)=[O:29])[CH:17]=2)[N:12]=1.[Li]CCCC>C1COCC1>[Cl:10][C:11]1[C:20]([C:21]2[CH:26]=[CH:25][CH:24]=[CH:23][CH:22]=2)=[C:19]([Cl:27])[C:18]2[C:13](=[CH:14][CH:15]=[C:16]([C:28]([C:2]3[CH:7]=[N:6][C:5]([O:8][CH3:9])=[CH:4][CH:3]=3)([C:30]3[O:34][N:33]=[C:32]([CH3:35])[CH:31]=3)[OH:29])[CH:17]=2)[N:12]=1. Reactants: N(=[N+]=[N-])C[C@@H]1[C@H](C[C@@H](O1)N1C(=O)NC(=O)C(C)=C1)O (5'-azido-5'-deoxythymidine), [Si](C)(C)(C(C)(C)C)Cl (t-butyldimethylsilyl chloride), N1C=NC=C1 (imidazole). Solvent: CN(C)C=O (DMF). Run at time 24 hour. The product is N(=[N+]=[N-])C[C@@H]1[C@H](C[C@@H](O1)N1C(=O)NC(=O)C(C)=C1)O[Si](C)(C)C(C)(C)C (5'-azido-3'-O-t-butyldimethylsilyl-5'-deoxythymidine). Yield: 78.1%. As a reaction SMILES: [N:1]([CH2:4][C@H:5]1[O:9][C@@H:8]([N:10]2[CH:18]=[C:16]([CH3:17])[C:14](=[O:15])[NH:13][C:11]2=[O:12])[CH2:7][C@@H:6]1[OH:19])=[N+:2]=[N-:3].[Si:20](Cl)([C:23]([CH3:26])([CH3:25])[CH3:24])([CH3:22])[CH3:21].N1C=CN=C1>CN(C=O)C>[N:1]([CH2:4][C@H:5]1[O:9][C@@H:8]([N:10]2[CH:18]=[C:16]([CH3:17])[C:14](=[O:15])[NH:13][C:11]2=[O:12])[CH2:7][C@@H:6]1[O:19][Si:20]([C:23]([CH3:26])([CH3:25])[CH3:24])([CH3:22])[CH3:21])=[N+:2]=[N-:3]. Reported procedure: A solution of 25.0 g (93.6 mmol) of 5'-azido-5'-deoxythymidine (which can be prepared as in reference 36), 21.1 g (140 mmol) of t-butyldimethylsilyl chloride, and 12.7 g (187 mmol) imidazole in 190 ml of anhydrous DMF was stirred at RT under nitrogen for 18 hr. The DMF was removed under vacuum. The oil was partitioned between ether (500 ml) and 1N NaOH (2×300 ml). The aqueous layers were cooled with ice, and 650 ml of 1N HCl were added. The product was extracted with EtOAc (2×750 ml), and the or... Starting materials: COC1=CC=C2C=C([N+](=CC2=C1)[O-])C1=C(C=CC=C1)OC (7-Methoxy-3-(2-methoxyphenyl)isoquinoline-2-oxide), P(=O)(Cl)(Cl)Cl (phosphorous oxychloride). Yields the product C(#C)C1=C(C=CC=C1)OC (2-Ethynylanisole). Isolated yield 198.7%. As a reaction SMILES: COC1C=C2C([CH:7]=[C:8]([C:14]3[CH:19]=[CH:18][CH:17]=[CH:16][C:15]=3[O:20][CH3:21])[N+]([O-])=C2)=CC=1.P(Cl)(Cl)(Cl)=O>>[C:8]([C:14]1[CH:19]=[CH:18][CH:17]=[CH:16][C:15]=1[O:20][CH3:21])#[CH:7]. Reported procedure: 7-Methoxy-3-(2-methoxyphenyl)isoquinoline-2-oxide (0.60 g) and phosphorous oxychloride (5 ml) were reacted at 110° C. for 2 hr. The reaction solution was concentrated, and to the resulting residue were added ethyl acetate and an aqueous saturated sodium bicarbonate. The resulting organic layer was washed with water and brine, and dried over magnesium sulfate. The solvent was evaporated, and the resulting residue was purified by silica gel column chromatography (ethyl acetate/hexane system), to g... Reactants: N(=O)[O-].[Na+] (sodium nitrite), C(C)(C)(C)C1=C(C=C(C=C1)C)O (2-(tert-butyl)-5-methylphenol), C(C)O (ethanol), Cl (hydrochloric acid). The solvent is O (water), O (water). Run at temperature 0 celsius, time 2 hour. The product is C(C)(C)(C)C1=C(C=C(C(=C1)N=O)C)O (2-(tert-Butyl)-4-nitroso-5-methylphenol). Yield: 81.2%. Reaction SMILES: [C:1]([C:5]1[CH:10]=[CH:9][C:8]([CH3:11])=[CH:7][C:6]=1[OH:12])([CH3:4])([CH3:3])[CH3:2].C(O)C.Cl.[N:17]([O-])=[O:18].[Na+]>O>[C:1]([C:5]1[CH:10]=[C:9]([N:17]=[O:18])[C:8]([CH3:11])=[CH:7][C:6]=1[OH:12])([CH3:4])([CH3:3])[CH3:2] |f:3.4|. Procedure details: To a solution of 2-(tert-butyl)-5-methylphenol (32.9 g, 0.2 mol) in water:ethanol (300 ml, 2:1) was added concentrated hydrochloric acid (20 ml, 0.24 mol) and then cooled to 0° C. To the solution was added dropwise a solution of sodium nitrite (14.5 g, 0.21 mol) in water (40 ml) over 30 minutes. After completing the dropwise addition, the mixture was stirred at the same temperature for 2 hours. The precipitated crystals were collected by a filtration, and washed with a cold water. The resultant ... Starting materials: [Al+3], [Cl-], [Cl-], [Cl-], ClCC(Cl)(Cl)Cl, Cl, O=C1CCC(=O)O1, O, CSc1ccccc1. The product is CSc1ccc(C(=O)CCC(=O)O)cc1. As a reaction SMILES: [Al+3:17].[Cl-:16].[Cl-:18].[Cl-:19].[Cl:21][CH2:22][C:23]([Cl:24])([Cl:25])[Cl:26].[ClH:20].[O:1]=[C:2]1[CH2:3][CH2:4][C:5](=[O:6])[O:7]1.[OH2:27].[c:8]1([S:14][CH3:15])[cH:9][cH:10][cH:11][cH:12][cH:13]1>>[O:1]=[C:2]([CH2:3][CH2:4][C:5](=[O:6])[c:11]1[cH:10][cH:9][c:8]([S:14][CH3:15])[cH:13][cH:12]1)[OH:7]. RXN SMILES: [C:1]([CH2:4][C:5]1[CH:39]=[CH:38][C:8]([CH2:9][CH2:10][CH2:11][NH:12][C:13]2[CH:18]=[C:17]([O:19][CH3:20])[CH:16]=[CH:15][C:14]=2[C@@H:21]2[CH2:30][CH2:29][C:28]3[CH:27]=[C:26]([O:31]C(=O)C(C)(C)C)[CH:25]=[CH:24][C:23]=3[CH2:22]2)=[CH:7][CH:6]=1)(O)=O.[CH2:40]([NH:42][CH2:43][CH3:44])[CH3:41]>>[CH2:40]([N:42]([CH2:43][CH3:44])[CH2:1][CH2:4][C:5]1[CH:39]=[CH:38][C:8]([CH2:9][CH2:10][CH2:11][NH:12][C:13]2[CH:18]=[C:17]([O:19][CH3:20])[CH:16]=[CH:15][C:14]=2[C@@H:21]2[CH2:30][CH2:29][C:24]3[CH:25]=[C:26]([OH:31])[CH:27]=[CH:28][C:23]=3[CH2:22]2)=[CH:7][CH:6]=1)[CH3:41]. Product: C(C)N(CCC1=CC=C(CCCNC2=C(C=CC(=C2)OC)[C@H]2CC=3C=CC(=CC3CC2)O)C=C1)CC ((R)-6-{2-{[4-(2-Diethylaminoethyl)benzyl]ethylamino}-4-methoxyphenyl}-5,6,7,8-tetrahydronaphthalen-2-ol). Procedure details: Synthesized from pivalic acid (R)-6-{2-[(4-carboxymethylbenzyl)ethylamino]-4-methoxyphenyl}-5,6,7,8-tetrahydronaphthalen-2-yl ester (19 mg) and diethylamine (12 mg) according to an analogous synthetic method to Example 715 and purified by LC-MS, the title compound (2.0 mg) was obtained. The yield is 11.5%. Starting materials: C(=O)(O)CC1=CC=C(CCCNC2=C(C=CC(=C2)OC)[C@H]2CC=3C=CC(=CC3CC2)OC(C(C)(C)C)=O)C=C1 (pivalic acid (R)-6-{2-[(4-carboxymethylbenzyl)ethylamino]-4-methoxyphenyl}-5,6,7,8-tetrahydronaphthalen-2-yl ester), C(C)NCC (diethylamine).